Dataset: the Open Reaction Database (ORD), a public repository of structured organic reaction records. Task: describe an organic reaction: reactants, conditions, products, and yield The reactants are CO, Cl, CC(C)(C)c1cc(C=C2CCN(CCOC3CCCCO3)C2=O)cc(C(C)(C)C)c1O. Product: CC(C)(C)c1cc(C=C2CCN(CCO)C2=O)cc(C(C)(C)C)c1O. Reaction SMILES: [CH3:33][OH:34].[ClH:32].[O:1]1[CH2:2][CH2:3][CH2:4][CH2:5][CH:6]1[O:7][CH2:8][CH2:9][N:10]1[C:11](=[O:31])[C:12](=[CH:15][c:16]2[cH:17][c:18]([C:27]([CH3:28])([CH3:29])[CH3:30])[c:19]([OH:26])[c:20]([C:22]([CH3:23])([CH3:24])[CH3:25])[cH:21]2)[CH2:13][CH2:14]1>>[OH:7][CH2:8][CH2:9][N:10]1[C:11](=[O:31])[C:12](=[CH:15][c:16]2[cH:17][c:18]([C:27]([CH3:28])([CH3:29])[CH3:30])[c:19]([OH:26])[c:20]([C:22]([CH3:23])([CH3:24])[CH3:25])[cH:21]2)[CH2:13][CH2:14]1. The reactants are COC=1C(=CC(=C(OCC(=O)O)C1)C)S(CC1=CC=C(C=C1)C1=CC=C(C=C1)C(F)(F)F)C ([5-Methoxy-2-methyl-4-(methyl-4′-trifluoromethyl-biphenyl-4-ylmethylsulfanyl)-phenoxy]-acetic acid), COC=1C(=CC(=C(OCC(=O)O)C1)C)S(CC1=CC=C(C=C1)C1=CC=C(C=C1)C(F)(F)F)C ([5-Methoxy-2-methyl-4-(methyl-4′-trifluoromethyl-biphenyl-4-ylmethylsulfanyl)-phenoxy]-acetic acid), COC(COC1=C(C=C(C(=C1)OC)S)C)=O ((4Mercapto-5-methoxy-2-methyl-phenoxy)-acetic acid methyl ester), ClCC1=C(C=C(C=C1)C1=CC=C(C=C1)C(F)(F)F)C (4chloromethyl-3-methyl-4′-trifluoromethyl-biphenyl). Product: COC=1C(=CC(=C(OCC(=O)O)C1)C)SCC1=C(C=C(C=C1)C1=CC=C(C=C1)C(F)(F)F)C ([5-Methoxy-2-methyl-4(3-methyl-4′-trifluoromethyl-biphenyl-4-ylmethylsulfanyl)-phenoxy]-acetic acid). Reaction SMILES: C[O:2][C:3](=[O:16])[CH2:4][O:5][C:6]1[CH:11]=[C:10]([O:12][CH3:13])[C:9]([SH:14])=[CH:8][C:7]=1[CH3:15].Cl[CH2:18][C:19]1[CH:24]=[CH:23][C:22]([C:25]2[CH:30]=[CH:29][C:28]([C:31]([F:34])([F:33])[F:32])=[CH:27][CH:26]=2)=[CH:21][C:20]=1[CH3:35].COC1C(S(C)CC2C=CC(C3C=CC(C(F)(F)F)=CC=3)=CC=2)=CC(C)=C(C=1)OCC(O)=O>>[CH3:13][O:12][C:10]1[C:9]([S:14][CH2:18][C:19]2[CH:24]=[CH:23][C:22]([C:25]3[CH:30]=[CH:29][C:28]([C:31]([F:32])([F:33])[F:34])=[CH:27][CH:26]=3)=[CH:21][C:20]=2[CH3:35])=[CH:8][C:7]([CH3:15])=[C:6]([CH:11]=1)[O:5][CH2:4][C:3]([OH:2])=[O:16]. Reported procedure: Preparation of (3-Methyl-4′-trifluoromethyl-biphenyl-4-yl)-methanol (compound 39A) The title compound was prepared in the manner analogous to Example 3A using (4-bromo-2-methyl-phenyl)-methanol and 4-(trifluoromethyl)benzeneboronic acid. MS m/z 249 (M-OH). Step 2. Preparation of 4chloromethyl-3-methyl-4′-trifluoromethyl-biphenyl (compound 39B) The title compound was prepared in the manner analogous to Example 3B using 39A. 400 MHz 1H NMR (DMSO-d6) δ 7.84 (d, 2H, J=8.3 Hz), 7.76 (d, 2H, J=8.3 Hz)... Reactants: C(CC(=O)OC)(=O)OC (dimethyl malonate), ICC[C@@H](C(=O)OCC)O[Si](CC)(CC)CC ((S)-ethyl 4-iodo-2-(triethylsilyloxy)butanoate), C(CC(=O)OC)(=O)OC (dimethyl malonate), ICC[C@@H](C(=O)OCC)O[Si](CC)(CC)CC ((S)-ethyl 4-iodo-2-(triethylsilyloxy)butanoate), [H-].[Na+] (sodium hydride). Run in C1CCOC1 (THF). Reaction conditions: temperature -78 celsius, time 3 hour. Product: C(C)[Si](O[C@@H](CCC(C(=O)OC)C(=O)OC)C(=O)OCC)(CC)CC ((S)-4-ethyl 1,1-dimethyl 4-(triethylsilyloxy)butane-1,1,4-tricarboxylate). Isolated yield 41.0%. RXN SMILES: [C:1]([O:8][CH3:9])(=[O:7])[CH2:2][C:3]([O:5][CH3:6])=[O:4].I[CH2:11][CH2:12][C@H:13]([O:19][Si:20]([CH2:25][CH3:26])([CH2:23][CH3:24])[CH2:21][CH3:22])[C:14]([O:16][CH2:17][CH3:18])=[O:15].[H-].[Na+]>C1COCC1>[CH2:23]([Si:20]([CH2:21][CH3:22])([CH2:25][CH3:26])[O:19][C@H:13]([C:14]([O:16][CH2:17][CH3:18])=[O:15])[CH2:12][CH2:11][CH:2]([C:1]([O:8][CH3:9])=[O:7])[C:3]([O:5][CH3:6])=[O:4])[CH3:24] |f:2.3|. Procedure: A solution of dimethyl malonate (6.155 ml, 53.72 mmol), (S)-ethyl 4-iodo-2-(triethylsilyloxy)butanoate (10.00 g, 26.86 mmol) and THF (100 mL), dimethyl malonate, (S)-ethyl 4-iodo-2-(triethylsilyloxy)butanoate (10.00 g, 26.86 mmol) was cooled to −78° C. and maintained under N2. To the solution was added sodium hydride (2.149 g, 53.72 mmol, 60% dispersion in mineral oil) portion wise over 5 min and the resulting mixture stirred at −78° C. for 3 h. The reaction was warmed to RT and stirred for 48 h...